This data is from the Open Reaction Database (ORD), a public repository of structured organic reaction records. The task is: describe an organic reaction: reactants, conditions, products, and yield RXN SMILES: [CH2:20]1[O:21][CH2:22][CH2:23][CH2:24]1.[CH3:1][C:2]1([CH3:16])[NH:3][c:4]2[c:5]([C:12](=[O:13])[O:14][CH3:15])[cH:6][cH:7][cH:8][c:9]2[CH:10]=[CH:11]1.[ClH:19].[Na+:18].[OH-:17].[OH2:25]>>[CH3:1][C:2]1([CH3:16])[NH:3][c:4]2[c:5]([C:12](=[O:13])[OH:14])[cH:6][cH:7][cH:8][c:9]2[CH:10]=[CH:11]1. Yields the product CC1(C)C=Cc2cccc(C(=O)O)c2N1. The reactants are C1CCOC1, COC(=O)c1cccc2c1NC(C)(C)C=C2, Cl, [Na+], [OH-], O. Reactants: CC=1C(=C(C(=C(C1)C)C)C)C (pentamethylbenzene), ClS(=O)(=O)O (chlorosulfonic acid), ice. The solvent is ClCCl (dichloromethane), ClCCl (dichloromethane). Yields the product CC1=C(C(=C(C(=C1S(=O)(=O)Cl)C)C)C)C (pentamethylbenzenesulfonyl chloride). As a reaction SMILES: [CH3:1][C:2]1[C:3]([CH3:11])=[C:4]([CH3:10])[C:5]([CH3:9])=[C:6]([CH3:8])[CH:7]=1.[Cl:12][S:13](O)(=[O:15])=[O:14]>ClCCl>[CH3:8][C:6]1[C:7]([S:13]([Cl:12])(=[O:15])=[O:14])=[C:2]([CH3:1])[C:3]([CH3:11])=[C:4]([CH3:10])[C:5]=1[CH3:9]. Procedure: In 500 ml of dichloromethane was dissolved 17.8 g of pentamethylbenzene and the solution was cooled to -5°~-10° C. A solution of 24 ml of chlorosulfonic acid in 400 ml of dichloromethane was added dropwise, and the mixture was allowed to stand at room temperature. The reaction mixture was poured into ice-5% aqueous sodium hydrogen carbonate. The organic layer was washed with water and dried over magnesium sulfate. Removal of the solvent by distillation leaves crystals which were collected by fil... Starting materials: OCCCBr, CCCN(CCC)c1cccc2nc(Nc3ccc(Cl)cc3O)n(C)c12, C1CCOC1, c1ccc(P(c2ccccc2)c2ccccc2)cc1. The product is CCCN(CCC)c1cccc2nc(Nc3ccc(Cl)cc3OCCCBr)n(C)c12. RXN SMILES: [Br:46][CH2:47][CH2:48][CH2:49][OH:50].[Cl:1][c:2]1[cH:3][cH:4][c:5]([NH:9][c:10]2[n:11][c:12]3[c:13]([n:14]2[CH3:15])[c:16]([N:20]([CH2:21][CH2:22][CH3:23])[CH2:24][CH2:25][CH3:26])[cH:17][cH:18][cH:19]3)[c:6]([OH:8])[cH:7]1.[O:51]1[CH2:52][CH2:53][CH2:54][CH2:55]1.[c:27]1([P:28]([c:29]2[cH:30][cH:31][cH:32][cH:33][cH:34]2)[c:35]2[cH:36][cH:37][cH:38][cH:39][cH:40]2)[cH:41][cH:42][cH:43][cH:44][cH:45]1>>[Cl:1][c:2]1[cH:3][cH:4][c:5]([NH:9][c:10]2[n:11][c:12]3[c:13]([n:14]2[CH3:15])[c:16]([N:20]([CH2:21][CH2:22][CH3:23])[CH2:24][CH2:25][CH3:26])[cH:17][cH:18][cH:19]3)[c:6]([O:8][CH2:49][CH2:48][CH2:47][Br:46])[cH:7]1. The reactants are N#Cc1cccc(CBr)c1, CC(C)(C)OC(=O)N1CCNC(=O)C1, CC(=O)O, [H-], [Na+], CN(C)C=O. Product: CC(C)(C)OC(=O)N1CCN(Cc2cccc(C#N)c2)C(=O)C1. Reaction SMILES: [C:15](#[N:16])[c:17]1[cH:18][c:19]([CH2:20][Br:21])[cH:22][cH:23][cH:24]1.[C:1](=[O:2])([O:3][C:4]([CH3:5])([CH3:6])[CH3:7])[N:8]1[CH2:9][C:10](=[O:14])[NH:11][CH2:12][CH2:13]1.[CH3:27][C:28](=[O:29])[OH:30].[H-:25].[Na+:26].[O:31]=[CH:32][N:33]([CH3:34])[CH3:35]>>[C:1](=[O:2])([O:3][C:4]([CH3:5])([CH3:6])[CH3:7])[N:8]1[CH2:9][C:10](=[O:14])[N:11]([CH2:20][c:19]2[cH:18][c:17]([C:15]#[N:16])[cH:24][cH:23][cH:22]2)[CH2:12][CH2:13]1. The reactants are [Al+3], O=C(CCO)Nc1cc(F)ccc1F, [H-], [H-], [H-], [H-], [Li+], [Na+], C1CCOC1, [OH-], O. Product: OCCCNc1cc(F)ccc1F. RXN SMILES: [Al+3:16].[F:1][c:2]1[c:3]([NH:9][C:10]([CH2:11][CH2:12][OH:13])=[O:14])[cH:4][c:5]([F:8])[cH:6][cH:7]1.[H-:15].[H-:18].[H-:19].[H-:20].[Li+:17].[Na+:23].[O:24]1[CH2:25][CH2:26][CH2:27][CH2:28]1.[OH-:22].[OH2:21]>>[F:1][c:2]1[c:3]([NH:9][CH2:10][CH2:11][CH2:12][OH:13])[cH:4][c:5]([F:8])[cH:6][cH:7]1. Reactants: C12C(C(C(CC1)C2)=O)=O (bicyclo[2.2.1]heptane-2,3-dione), C(C)OP(OCC)(=O)C(C(CC(C)(C)C)=O)C ((1,4,4-trimethyl-2-oxo-pentyl)-phosphonic acid diethyl ester), O.NN (hydrazine monohydrate). Yields the product CC(CC1=NN=C2C3CCC(C2=C1C)C3)(C)C ((1SR,8RS)-5-(2,2-Dimethyl-propyl)-6-methyl-3,4-diaza-tricyclo[6.2.1.02,7]undeca-2,4,6-triene). RXN SMILES: [CH:1]12[CH2:7][CH:4]([CH2:5][CH2:6]1)[C:3](=O)[C:2]2=O.C(OP([CH:18]([CH3:26])[C:19](=O)[CH2:20][C:21]([CH3:24])([CH3:23])[CH3:22])(=O)OCC)C.O.[NH2:28][NH2:29]>>[CH3:22][C:21]([CH3:24])([CH3:23])[CH2:20][C:19]1[C:18]([CH3:26])=[C:3]2[C:2]([CH:1]3[CH2:7][CH:4]2[CH2:5][CH2:6]3)=[N:29][N:28]=1 |f:2.3|. Procedure: light-yellow oil. MS (ESI): 297.1 (MH+). Prepared from bicyclo[2.2.1]heptane-2,3-dione, (1,4,4-trimethyl-2-oxo-pentyl)-phosphonic acid diethyl ester, hydrazine monohydrate.